This data is from the Open Reaction Database (ORD), a public repository of structured organic reaction records. The task is: describe an organic reaction: reactants, conditions, products, and yield Reactants: C1(CCCCC1)CCCCCCCCNC1=CC=C(C(=O)O)C=C1 (4-(8-cyclohexyloctylamino)benzoic acid), C(C(O)C)(=O)O (lactic acid), C=1(C(=CC=CC1)S(=O)(=O)O)C (toluenesulfonic acid). Run in C1(=CC=CC=C1)C (toluene). Yields the product C1(CCCCC1)CCCCCCCCNC1=CC=C(C(=O)OC(C)C(=O)O)C=C1 (1-carboxyethyl 4-(8-cyclohexyloctylamino)benzoate). Reaction SMILES: [CH:1]1([CH2:7][CH2:8][CH2:9][CH2:10][CH2:11][CH2:12][CH2:13][CH2:14][NH:15][C:16]2[CH:24]=[CH:23][C:19]([C:20]([OH:22])=[O:21])=[CH:18][CH:17]=2)[CH2:6][CH2:5][CH2:4][CH2:3][CH2:2]1.[C:25]([OH:30])(=[O:29])[CH:26]([CH3:28])O.C1(C)C(S(O)(=O)=O)=CC=CC=1>C1(C)C=CC=CC=1>[CH:1]1([CH2:7][CH2:8][CH2:9][CH2:10][CH2:11][CH2:12][CH2:13][CH2:14][NH:15][C:16]2[CH:24]=[CH:23][C:19]([C:20]([O:22][CH:26]([C:25]([OH:30])=[O:29])[CH3:28])=[O:21])=[CH:18][CH:17]=2)[CH2:6][CH2:5][CH2:4][CH2:3][CH2:2]1. Procedure: A flask containing 10.0 g. 4-(8-cyclohexyloctylamino)benzoic acid, 3.3 g. lactic acid, 500 mg. toluenesulfonic acid and 500 ml. toluene is equipped with a Soxhlet extractor charged with activated A Linde molecular sieves. The solution is refluxed for 24 hours, during which time the Soxhlet extractor is charged twice more with fresh sieves. The hot solution is filtered and left to cool, whereupon the product separates as off-white crystals. Reactants: O=C(O)C1(c2ccc(F)cc2)CCCC1, CC(C)C(=O)Nc1ccc(F)c(C2CCN(CCCN)CC2)c1. Yields the product CC(C)C(=O)Nc1ccc(F)c(C2CCN(CCCNC(=O)C3(c4ccc(F)cc4)CCCC3)CC2)c1. RXN SMILES: [F:1][c:2]1[cH:3][cH:4][c:5]([C:8]2([C:13](=[O:14])[OH:15])[CH2:9][CH2:10][CH2:11][CH2:12]2)[cH:6][cH:7]1.[NH2:16][CH2:17][CH2:18][CH2:19][N:20]1[CH2:21][CH2:22][CH:23]([c:26]2[cH:27][c:28]([NH:33][C:34]([CH:35]([CH3:36])[CH3:37])=[O:38])[cH:29][cH:30][c:31]2[F:32])[CH2:24][CH2:25]1>>[F:1][c:2]1[cH:3][cH:4][c:5]([C:8]2([C:13](=[O:15])[NH:16][CH2:17][CH2:18][CH2:19][N:20]3[CH2:21][CH2:22][CH:23]([c:26]4[cH:27][c:28]([NH:33][C:34]([CH:35]([CH3:36])[CH3:37])=[O:38])[cH:29][cH:30][c:31]4[F:32])[CH2:24][CH2:25]3)[CH2:9][CH2:10][CH2:11][CH2:12]2)[cH:6][cH:7]1. Starting materials: solution, C(C)(C)C1=NC2=CC=CC=C2C=C1 (2-isopropylquinoline). The reagents and catalysts are O=[Pt]=O (PtO2). Solvent: FC(C(=O)O)(F)F (trifluoroacetic acid). Product: C(C)(C)C1=NC=2CCCCC2C=C1 (2-Isopropyl-5,6,7,8-tetrahydroquinoline). RXN SMILES: [CH:1]([C:4]1[CH:13]=[CH:12][C:11]2[C:6](=[CH:7][CH:8]=[CH:9][CH:10]=2)[N:5]=1)([CH3:3])[CH3:2]>FC(F)(F)C(O)=O.O=[Pt]=O>[CH:1]([C:4]1[CH:13]=[CH:12][C:11]2[CH2:10][CH2:9][CH2:8][CH2:7][C:6]=2[N:5]=1)([CH3:3])[CH3:2]. Procedure details: To a 0.23 M solution of 2-isopropylquinoline in trifluoroacetic acid in a Parr flask was added 0.1 equiv of PtO2. The suspension was set up on the Parr apparatus at 44 psi H2 overnight. After removal of the H2, CH2Cl2 was added, and the suspension was filtered through Celite. The solvent was removed under vacuum, and the residue was partitioned between EtOAc and saturated NaHCO3 solution. The organic layer was washed with H2O and brine, and was then dried over anhydrous MgSO4, filtered and evapo... Starting materials: CCOC(=O)C(OCC)[P+](c1ccccc1)(c1ccccc1)c1ccccc1, CN=C(NC)N(C)C, O=Cc1cccc2[nH]ccc12, [Cl-], ClCCl. The product is CCOC(=O)C(=Cc1cccc2[nH]ccc12)OCC. RXN SMILES: [CH2:2]([CH3:3])[O:4][CH:5]([C:6](=[O:7])[O:8][CH2:9][CH3:10])[P+:11]([c:12]1[cH:13][cH:14][cH:15][cH:16][cH:17]1)([c:18]1[cH:19][cH:20][cH:21][cH:22][cH:23]1)[c:24]1[cH:25][cH:26][cH:27][cH:28][cH:29]1.[CH3:30][NH:31][C:32](=[N:33][CH3:34])[N:35]([CH3:36])[CH3:37].[CH:38](=[O:39])[c:40]1[c:41]2[cH:42][cH:43][nH:44][c:45]2[cH:46][cH:47][cH:48]1.[Cl-:1].[Cl:49][CH2:50][Cl:51]>>[CH2:2]([CH3:3])[O:4][C:5]([C:6](=[O:7])[O:8][CH2:9][CH3:10])=[CH:38][c:40]1[c:41]2[cH:42][cH:43][nH:44][c:45]2[cH:46][cH:47][cH:48]1.